This data is from the Open Reaction Database (ORD), a public repository of structured organic reaction records. The task is: describe an organic reaction: reactants, conditions, products, and yield The reactants are ClC1=C2C(=NC=C1)OCCO2 (8-chloro-2,3-dihydro-1,4-dioxino[2,3-b]pyridine), C1C(CC2=CC=CC=C12)N(C)C1CCNCC1 (4[N-(indan-2-yl)-N-methylamino]piperidine), N1=CC=CC=C1 (pyridine). The solvent is C1(=CC=CC=C1)C (toluene). Reaction conditions: temperature 130 celsius. Yields the product C1C(CC2=CC=CC=C12)N(C)C1CCN(CC1)C1=C2C(=NC=C1)OCCO2 (4-[N-(indan-2-yl)-N-methylamino]-1-(2,3-dihydro-1,4-dioxino[2,3-b]pyridin-8-yl)-piperidine). The yield is 8.5%. RXN SMILES: Cl[C:2]1[CH:7]=[CH:6][N:5]=[C:4]2[O:8][CH2:9][CH2:10][O:11][C:3]=12.[CH2:12]1[C:20]2[C:15](=[CH:16][CH:17]=[CH:18][CH:19]=2)[CH2:14][CH:13]1[N:21]([CH:23]1[CH2:28][CH2:27][NH:26][CH2:25][CH2:24]1)[CH3:22].N1C=CC=CC=1>C1(C)C=CC=CC=1>[CH2:12]1[C:20]2[C:15](=[CH:16][CH:17]=[CH:18][CH:19]=2)[CH2:14][CH:13]1[N:21]([CH:23]1[CH2:24][CH2:25][N:26]([C:2]2[CH:7]=[CH:6][N:5]=[C:4]3[O:8][CH2:9][CH2:10][O:11][C:3]=23)[CH2:27][CH2:28]1)[CH3:22]. Procedure details: 1.1 g (6.5 mmol) of 8-chloro-2,3-dihydro-1,4-dioxino[2,3-b]pyridine, 3 g (13 mmol) of 4[N-(indan-2-yl)-N-methylamino]piperidine and 5 ml of pyridine are placed in a reactor. The whole is heated at 130° C. for 8 hours. After cooling, the whole is taken up in toluene and concentrated. The residue is chromatographed on 130 g of silica (eluant: CH2Cl2 /CH3OH/NH4OH, 95/5/0.5) to yield the expected product which melts (MK) at 167-170° C. Yield=8.5%.